Dataset: the Open Reaction Database (ORD), a public repository of structured organic reaction records. Task: describe an organic reaction: reactants, conditions, products, and yield Starting materials: C1(=C(C=CC=C1)NN=C(C)CC1=CC=C(C=C1)F)C (4-fluorophenylacetone tolylhydrazone), C(C)O (ethanol), OS(=O)(=O)O (H2SO4). Solvent: O (water). The product is CC=1NC2=CC=C(C=C2C1C1=CC=C(C=C1)F)C (2,5-Dimethyl-3-(4-fluorophenyl)-1H-indole). As a reaction SMILES: C1(C)C=CC=CC=1N[N:8]=[C:9]([CH2:11][C:12]1[CH:17]=[CH:16][C:15]([F:18])=[CH:14][CH:13]=1)[CH3:10].[CH2:20](O)[CH3:21].OS(O)(=O)=O>O>[CH3:10][C:9]1[NH:8][C:11]2[C:12]([C:11]=1[C:12]1[CH:13]=[CH:14][C:15]([F:18])=[CH:16][CH:17]=1)=[CH:13][C:20]([CH3:21])=[CH:10][CH:9]=2. Procedure: The crude hydrazone (100 g), ethanol (700 ml) and conc. aqueous H2SO4 (40 ml) were refluxed for 18 h. After cooling to room temperature water (0.5 l) was added. The thus obtained mixture was extracted with (2×700 ml) ethyl acetate and the combined organic phases were washed with brine, dried and the solvents were evaporated in vacuo. This afforded the title compound, which was purified by column chromatography on silica gel (eluted with ethyl acetate/heptane 1:4) and crystallized from heptane. Y... The reactants are C(CCCCCCCCCCCCCCC)N(CCCCCCCCCCCCCCCC)CC1=CC(=CC=C1)C#N (1-(Dihexadecyl)aminomethyl-3-cyanobenzene), CCCCCC (hexane), N (ammonia). The solvent is C(C)O (ethanol). Run at time 4 hour. Product: NCC1=CC(=CC=C1)CN (aminomethyl-3-aminomethylbenzene). Isolated yield 290.7%. Reaction SMILES: C([N:17]([CH2:34][C:35]1[CH:40]=[CH:39][CH:38]=[C:37]([C:41]#[N:42])[CH:36]=1)CCCCCCCCCCCCCCCC)CCCCCCCCCCCCCCC.CCCCCC.N>C(O)C>[NH2:17][CH2:34][C:35]1[CH:40]=[CH:39][CH:38]=[C:37]([CH2:41][NH2:42])[CH:36]=1. Reported procedure: 1-(Dihexadecyl)aminomethyl-3-cyanobenzene (1,814 g.) was placed in an autoclave (15 gal.) with a mixture of hexane (1.98 l.), ethanol (17.82 l.) and ammonia (3,627 g.). Said mixture was prepared in advance by saturating the ethanol-hexane mixture with ammonia gas. The saturated mixture was refrigerated until it was ready for use. Raney nickel (3,689 g., wet weight) was added. The Raney nickel W2 is weighed as a wet slurry, the form in which it is obtained from W. R. Grace as Raney nickel No. 28.... The reactants are CC1C(CCCC1)=O (2-methylcyclohexanone), ICCC (1-iodopropane), CC1(C(CCCC1)=O)C (2,2-dimethyl-cyclohexanone). Yields the product CC1(C(CCCC1)=O)CCC (2-methyl-2-propyl-cyclohexanone). Reaction SMILES: [CH3:1][CH:2]1[CH2:7][CH2:6][CH2:5][CH2:4][C:3]1=[O:8].I[CH2:10][CH2:11][CH3:12].CC1(C)CCCCC1=O>>[CH3:1][C:2]1([CH2:10][CH2:11][CH3:12])[CH2:7][CH2:6][CH2:5][CH2:4][C:3]1=[O:8]. Procedure details: The alkylation of 2-methylcyclohexanone with 1-iodopropane takes place in a manner similar to that described above for the preparation of 2,2-dimethyl-cyclohexanone. Starting materials: C([O-])([O-])=O.[K+].[K+] (potassium carbonate), BrC(C)C (2-bromopropane), OC1=C(C=C2CCCC(C2=C1)=O)C(C)C (7-Hydroxy-6-isopropyl-1-tetralone). Reported procedure: 5.4 g of 7-Hydroxy-6-isopropyl-1-tetralone was dissolved in 50 ml of N,N-dimethylformamide, followed by the addition of 7.3 g of potassium carbonate and 4.3 ml of 2-bromopropane. The obtained mixture was stirred for 8 hours under heating, cooled to room temperature by allowing to stand and extracted with ethyl acetate. The organic phase was washed with a saturated aqueous solution of common salt, dried over anhydrous magnesium sulfate, and concentrated under reduced pressure. The obtained residu... As a reaction SMILES: [OH:1][C:2]1[CH:11]=[C:10]2[C:5]([CH2:6][CH2:7][CH2:8][C:9]2=[O:12])=[CH:4][C:3]=1[CH:13]([CH3:15])[CH3:14].C(=O)([O-])[O-].[K+].[K+].Br[CH:23]([CH3:25])[CH3:24]>CN(C)C=O>[CH:23]([O:1][C:2]1[CH:11]=[C:10]2[C:5]([CH2:6][CH2:7][CH2:8][C:9]2=[O:12])=[CH:4][C:3]=1[CH:13]([CH3:15])[CH3:14])([CH3:25])[CH3:24] |f:1.2.3|. Product: C(C)(C)OC1=C(C=C2CCCC(C2=C1)=O)C(C)C (7-Isopropoxy-6-isopropyl-1-tetralone). Run in CN(C=O)C (N,N-dimethylformamide). Conditions: time 8 hour. Reactants: Cl.O1CCOC=2C=NC(=CC21)CNC2CCN(CC2)CCN2C(C=CC1=NC(=C(C=C21)F)C)=O (1-(2-(4-((2,3-dihydro(1,4)dioxino(2,3-c)pyridin-7-ylmethyl)amino)piperidin-1-yl)ethyl)-7-fluoro-6-methyl-1,5-naphthyridin-2(1H)-one hydrochloride), C(O)([O-])=O.[Na+] (sodium hydrogen carbonate). Solvent: C(Cl)(Cl)Cl (chloroform). Conditions: time 2 hour. Yields the product Cl.O1CCOC=2C=NC(=CC21)CNC2CCN(CC2)CCN2C(C=CC1=NC(=C(C=C21)OC)C)=O (1-(2-(4-((2,3-dihydro(1,4)dioxino(2,3-c)pyridin-7-ylmethyl)amino)piperidin-1-yl)ethyl)-7-methoxy-6-methyl-1,5-naphthyridin-2(1H)-one hydrochloride). As a reaction SMILES: [ClH:1].[O:2]1[C:11]2[CH:10]=[C:9]([CH2:12][NH:13][CH:14]3[CH2:19][CH2:18][N:17]([CH2:20][CH2:21][N:22]4[C:31]5[C:26](=[N:27][C:28]([CH3:33])=[C:29](F)[CH:30]=5)[CH:25]=[CH:24][C:23]4=[O:34])[CH2:16][CH2:15]3)[N:8]=[CH:7][C:6]=2[O:5][CH2:4][CH2:3]1.[C:35](=O)([O-])[OH:36].[Na+]>C(Cl)(Cl)Cl>[ClH:1].[O:2]1[C:11]2[CH:10]=[C:9]([CH2:12][NH:13][CH:14]3[CH2:19][CH2:18][N:17]([CH2:20][CH2:21][N:22]4[C:31]5[C:26](=[N:27][C:28]([CH3:33])=[C:29]([O:36][CH3:35])[CH:30]=5)[CH:25]=[CH:24][C:23]4=[O:34])[CH2:16][CH2:15]3)[N:8]=[CH:7][C:6]=2[O:5][CH2:4][CH2:3]1 |f:0.1,2.3,5.6|. Procedure: To 0.16 g of 1-(2-(4-((2,3-dihydro(1,4)dioxino(2,3-c)pyridin-7-ylmethyl)amino)piperidin-1-yl)ethyl)-7-fluoro-6-methyl-1,5-naphthyridin-2(1H)-one hydrochloride, chloroform and a saturated aqueous sodium hydrogen carbonate solution were added, the organic layer was separated and the aqueous layer was extracted with chloroform. The organic layer and the extract were combined, the resultant solution was dried over anhydrous magnesium sulfate, and the solvent was distilled off under reduced pressure.... The reactants are [Al+3], CC(C)CP(=O)(O)CC(C)C, [Cl-], [Cl-], [Cl-], [Na+], [OH-], O. Yields the product [Al], CC(C)CP(=O)(O)CC(C)C. As a reaction SMILES: [Al+3:15].[CH2:1]([CH:2]([CH3:3])[CH3:4])[P:5]([OH:6])(=[O:7])[CH2:8][CH:9]([CH3:10])[CH3:11].[Cl-:14].[Cl-:16].[Cl-:17].[Na+:13].[OH-:12].[OH2:18]>>[Al:15].[CH2:1]([CH:2]([CH3:3])[CH3:4])[P:5](=[O:6])([OH:7])[CH2:8][CH:9]([CH3:10])[CH3:11].